Dataset: the Open Reaction Database (ORD), a public repository of structured organic reaction records. Task: describe an organic reaction: reactants, conditions, products, and yield The reactants are C(C)(C)(C)OC(=O)N[C@H]1CN(CC1)C1=C(C(=C2C(C(=CN(C2=N1)CC1=C(C=C(C=C1)OC)OC)C(=O)OCC)=O)C)F (ethyl 7-((3R)-3-((tert-butoxycarbonyl)amino)pyrrolidin-1-yl)-1-(2,4-dimethoxybenzyl)-6-fluoro-5-methyl-4-oxo-1,4-dihydro-1,8-naphthyridine-3-carboxylate). The solvent is [Li+].[OH-] (LiOH), C1CCOC1 (THF), ClCCl (dichloromethane). The product is C(C)(C)(C)OC(=O)N[C@H]1CN(CC1)C1=C(C(=C2C(C(=CN(C2=N1)CC1=C(C=C(C=C1)OC)OC)C(=O)O)=O)C)F (7-((3R)-3-((tert-butoxycarbonyl)amino)pyrrolidin-1-yl)-1-(2,4-dimethoxybenzyl)-6-fluoro-5-methyl-4-oxo-1,4-dihydro-1,8-naphthyridine-3-carboxylic acid). RXN SMILES: [C:1]([O:5][C:6]([NH:8][C@@H:9]1[CH2:13][CH2:12][N:11]([C:14]2[N:23]=[C:22]3[C:17]([C:18](=[O:40])[C:19]([C:35]([O:37]CC)=[O:36])=[CH:20][N:21]3[CH2:24][C:25]3[CH:30]=[CH:29][C:28]([O:31][CH3:32])=[CH:27][C:26]=3[O:33][CH3:34])=[C:16]([CH3:41])[C:15]=2[F:42])[CH2:10]1)=[O:7])([CH3:4])([CH3:3])[CH3:2]>[Li+].[OH-].C1COCC1.ClCCl>[C:1]([O:5][C:6]([NH:8][C@@H:9]1[CH2:13][CH2:12][N:11]([C:14]2[N:23]=[C:22]3[C:17]([C:18](=[O:40])[C:19]([C:35]([OH:37])=[O:36])=[CH:20][N:21]3[CH2:24][C:25]3[CH:30]=[CH:29][C:28]([O:31][CH3:32])=[CH:27][C:26]=3[O:33][CH3:34])=[C:16]([CH3:41])[C:15]=2[F:42])[CH2:10]1)=[O:7])([CH3:4])([CH3:3])[CH3:2] |f:1.2|. Procedure details: A solution of Example 1E (332 mg) in 1M LiOH (3 mL) and THF (7 mL) was stirred at ambient temperature for 18 hours, diluted with dichloromethane, washed with 1M HCl, and dried (Na2SO4), filtered, and concentrated. Starting materials: CCCCSc1nccc(Cl)n1, CN1CCCC1=O, [H-], O=[N+]([O-])c1cccc2[nH]ncc12, [Na+], O. Product: CCCCSc1nccc(-n2ncc3c([N+](=O)[O-])cccc32)n1. Reaction SMILES: [CH2:1]([CH2:2][CH2:3][CH3:4])[S:5][c:6]1[n:7][cH:8][cH:9][c:10]([Cl:12])[n:11]1.[CH3:27][N:28]1[CH2:29][CH2:30][CH2:31][C:32]1=[O:33].[H-:26].[N+:13](=[O:14])([O-:15])[c:16]1[c:17]2[cH:18][n:19][nH:20][c:21]2[cH:22][cH:23][cH:24]1.[Na+:25].[OH2:34]>>[CH2:1]([CH2:2][CH2:3][CH3:4])[S:5][c:6]1[n:7][cH:8][cH:9][c:10](-[n:20]2[n:19][cH:18][c:17]3[c:16]([N+:13](=[O:14])[O-:15])[cH:24][cH:23][cH:22][c:21]32)[n:11]1. Reactants: C(=O)(C(F)(F)F)O (TFA), ClC1=C(NC(=C1Cl)C)C(=O)NC1CCN(CC1)C1=CC(=NC(=N1)OCC1OC(OC1)(C)C)C(=O)NOC (6-(4-{[(3,4-Dichloro-5-methyl-1H-pyrrol-2-yl)carbonyl]amino}piperidin-1-yl)-2-[(2,2-dimethyl-1,3-dioxolan-4-yl)methoxy]-N-methoxypyrimidine-4-carboxamide), [OH-].[NH4+] (ammonium hydroxide). The solvent is C1CCOC1.O (THF water). Run at temperature 0 celsius, time 8 hour. Yields the product ClC1=C(NC(=C1Cl)C)C(=O)NC1CCN(CC1)C1=CC(=NC(=N1)OCC(CO)O)C(=O)NOC (6-(4-{[(3,4-Dichloro-5-methyl-1H-pyrrol-2-yl)carbonyl]amino}piperidin-1-yl)-2-(2,3-dihydroxypropoxy)-N-methoxypyrimidine-4-carboxamide). As a reaction SMILES: [Cl:1][C:2]1[C:6]([Cl:7])=[C:5]([CH3:8])[NH:4][C:3]=1[C:9]([NH:11][CH:12]1[CH2:17][CH2:16][N:15]([C:18]2[N:23]=[C:22]([O:24][CH2:25][CH:26]3[CH2:30][O:29]C(C)(C)[O:27]3)[N:21]=[C:20]([C:33]([NH:35][O:36][CH3:37])=[O:34])[CH:19]=2)[CH2:14][CH2:13]1)=[O:10].C(O)(C(F)(F)F)=O.[OH-].[NH4+]>C1COCC1.O>[Cl:1][C:2]1[C:6]([Cl:7])=[C:5]([CH3:8])[NH:4][C:3]=1[C:9]([NH:11][CH:12]1[CH2:13][CH2:14][N:15]([C:18]2[N:23]=[C:22]([O:24][CH2:25][CH:26]([OH:27])[CH2:30][OH:29])[N:21]=[C:20]([C:33]([NH:35][O:36][CH3:37])=[O:34])[CH:19]=2)[CH2:16][CH2:17]1)=[O:10] |f:2.3,4.5|. Procedure details: 6-(4-{[(3,4-Dichloro-5-methyl-1H-pyrrol-2-yl)carbonyl]amino}piperidin-1-yl)-2-[(2,2-dimethyl-1,3-dioxolan-4-yl)methoxy]-N-methoxypyrimidine-4-carboxamide (Example 313; 0.60 g, 1.08 mmol) was dissolved in THF/water (4:1; 2.5 ml) and cooled to 0° C. TFA (0.1 ml) was added to the solution which was then slowly warmed to room temperature and stirred overnight. The mixture was neutralized with concentrated ammonium hydroxide and the THF was removed in vacuo. The mixture was diluted with water (4 ml),...